From a dataset of the Open Reaction Database (ORD), a public repository of structured organic reaction records. describe an organic reaction: reactants, conditions, products, and yield Starting materials: NC1=C(C(=O)O)C=C(C=C1O)Cl (2-amino-5-chloro-3-hydroxybenzoic acid), COC(C1=CC=CC=C1)(OC)OC (trimethyl orthobenzoate), C1(=CC=C(C=C1)S(=O)(=O)[O-])C.[NH+]1=CC=CC=C1 (pyridinium p-toluenesulfonate). Solvent: hexanes. Conditions: temperature 90 celsius, time 1 hour. Yields the product ClC=1C=C2C(N=C(O2)C2=CC=CC=C2)=C(C1)C(=O)O (6-chloro-2-phenyl-benzoxazole-4-carboxylic acid). Isolated yield 33.5%. Reaction SMILES: [NH2:1][C:2]1[C:10]([OH:11])=[CH:9][C:8]([Cl:12])=[CH:7][C:3]=1[C:4]([OH:6])=[O:5].CO[C:15](OC)(OC)[C:16]1[CH:21]=[CH:20][CH:19]=[CH:18][CH:17]=1.C1(C)C=CC(S([O-])(=O)=O)=CC=1.[NH+]1C=CC=CC=1>>[Cl:12][C:8]1[CH:9]=[C:10]2[O:11][C:15]([C:16]3[CH:21]=[CH:20][CH:19]=[CH:18][CH:17]=3)=[N:1][C:2]2=[C:3]([C:4]([OH:6])=[O:5])[CH:7]=1 |f:2.3|. Procedure details: A 25-mL, round bottomed flask equipped with a magnetic stirrer was charged with 2-amino-5-chloro-3-hydroxybenzoic acid (0.931 g, 4.96 mmol), trimethyl orthobenzoate (7.23 g, 39.7 mmol), and pyridinium p-toluenesulfonate (0.062 g, 0.248 mmol). After stirring at 90° C. for 1 h, the reaction was diluted with hexanes (30 mL) filtered, and the filter cake dried in a vacuum oven at 40° C. to afford 0.455 g (33% yield) of 6-chloro-2-phenyl-benzoxazole-4-carboxylic acid as a brown solid: 1H NMR (500 MHz... The reactants are BrC1=CC=C(C2=CC=CC=C12)C(=O)O (4-bromo naphthoic acid), S(O)(O)(=O)=O (sulfuric acid), CCCCCCC (heptane), CCOC(=O)C (EtOAc). The solvent is CO (MeOH). Yields the product BrC1=CC=C(C2=CC=CC=C12)C(=O)OC (methyl 4-bromo-1-naphthoate). Yield: 91.0%. Reaction SMILES: [Br:1][C:2]1[C:11]2[C:6](=[CH:7][CH:8]=[CH:9][CH:10]=2)[C:5]([C:12]([OH:14])=[O:13])=[CH:4][CH:3]=1.S(=O)(=O)(O)O.[CH3:20]COC(C)=O.CCCCCCC>CO>[Br:1][C:2]1[C:11]2[C:6](=[CH:7][CH:8]=[CH:9][CH:10]=2)[C:5]([C:12]([O:14][CH3:20])=[O:13])=[CH:4][CH:3]=1. Procedure details: To a solution of 4-bromo naphthoic acid (4.0 g, 15.9 mmol) in MeOH (75 mL) was added sulfuric acid (0.5 mL) and the reaction was heated to reflux for 18 hours. TLC 50:50 EtOAc:heptane showed consumption of starting material. The reaction was cooled and concentrated under vacuum to remove MeOH. The residue was diluted with EtOAc (150 mL), washed with water (100 mL), diluted with saturated NaHCO3 (100 mL), dried over Na2SO4 and concentrated under vacuum to afford a solid (3.85 g, 91%). 1H NMR (CDC... Starting materials: [Al+3], C1CCOC1, [H-], [H-], [H-], [H-], [Li+], [Na+], [OH-], O, COC(=O)N1CCc2ccc3cc[nH]c3c2CC1. The product is CN1CCc2ccc3cc[nH]c3c2CC1. Reaction SMILES: [Al+3:2].[CH2:28]1[O:29][CH2:30][CH2:31][CH2:32]1.[H-:1].[H-:4].[H-:5].[H-:6].[Li+:3].[Na+:27].[OH-:26].[OH2:25].[nH:7]1[cH:8][cH:9][c:10]2[cH:11][cH:12][c:13]3[c:14]([c:15]12)[CH2:16][CH2:17][N:18]([C:21]([O:22][CH3:23])=[O:24])[CH2:19][CH2:20]3>>[nH:7]1[cH:8][cH:9][c:10]2[cH:11][cH:12][c:13]3[c:14]([c:15]12)[CH2:16][CH2:17][N:18]([CH3:21])[CH2:19][CH2:20]3. Starting materials: NC1=C(C(=O)OC)C=CC(=C1)Br (methyl 2-amino-4-bromo-benzoate), ClC1=C(C(=O)O)C=CC=N1 (2-chloronicotinic acid), C(C)O (ethanol). Reagents/catalysts: Cl (hydrochloric acid). Solvent: O (water). Conditions: temperature 0 celsius. Product: BrC1=CC=C2C(N3C(=NC2=C1)C(=CC=C3)C(=O)O)=O (3-Bromo-11-oxo-11H-pyrido[2,1-b]quinazoline-6-carboxylic acid). Reaction SMILES: [NH2:1][C:2]1[CH:11]=[C:10]([Br:12])[CH:9]=[CH:8][C:3]=1[C:4]([O:6]C)=O.Cl[C:14]1[N:22]=[CH:21][CH:20]=[CH:19][C:15]=1[C:16]([OH:18])=[O:17].C(O)C>Cl.O>[Br:12][C:10]1[CH:11]=[C:2]2[C:3]([C:4](=[O:6])[N:22]3[CH:21]=[CH:20][CH:19]=[C:15]([C:16]([OH:18])=[O:17])[C:14]3=[N:1]2)=[CH:8][CH:9]=1. Reported procedure: A solution of methyl 2-amino-4-bromo-benzoate (460 mg; 2 mmol), 2-chloronicotinic acid (315 mg; 2 mmol), concentrated hydrochloric acid (5 drops), ethanol (5 ml) and water (25 ml) was heated at reflux for 18 hours, cooled to 0° C. and filtered. The solid filter cake obtained was dried in vacuo and used directly in the next example. The reactants are (NH4)2S2O8, BrC1=CC(=NC=C1)C (4-bromo-2-methyl-pyridine), CO (methanol). The solvent is O (water), OS(=O)(=O)O (H2SO4). Reaction conditions: time 2 hour. Yields the product BrC1=CC(=NC(=C1)C)CO ((4-bromo-6-methyl-pyridin-2-yl)-methanol). As a reaction SMILES: [Br:1][C:2]1[CH:7]=[CH:6][N:5]=[C:4]([CH3:8])[CH:3]=1.[CH3:9][OH:10]>OS(O)(=O)=O.O>[Br:1][C:2]1[CH:3]=[C:4]([CH3:8])[N:5]=[C:6]([CH2:9][OH:10])[CH:7]=1. Procedure details: A solution of 4-bromo-2-methyl-pyridine (735 mg, 4.14 mmol) in methanol (80 mL) and H2SO4 (20 μL) is heated to reflux. A solution of (NH4)2S2O8 (3.78 g, 16.6 mmol) in water (6.5 mL) is added dropwise to the stirred mixture. Upon completion of the addition, refluxing is continued for 2 h. The mixture is cooled and the reaction is quenched by adding 1 M aq. NaS2O3 solution. The mixture is further diluted with sat. aq. NaHCO3 solution and extracted twice with EA (2×300 mL). The combined org. extrac... The reactants are NCCC1=CC=C(OC(C(=O)OC)(C)C)C=C1 (methyl 2-[4-(2-aminoethyl)phenoxy]-2-methylpropanoate), C(C)(C)C1=NC(=NO1)C1=CC=C(C=O)C=C1 (4-(5-isopropyl-1,2,4-oxadiazol-3-yl)benzaldehyde), C(C)(=O)O[BH-](OC(C)=O)OC(C)=O.[Na+] (sodium triacetoxyborohydride), C(C)(=O)O (acetic acid). Solvent: ClCCl (dichloromethane). Conditions: time 8 hour. The product is C(C)(C)C1=NC(=NO1)C1=CC=C(CNCCC2=CC=C(OC(C(=O)OC)(C)C)C=C2)C=C1 (Methyl 2-[4-(2-{[4-(5-isopropyl-1,2,4-oxadiazol-3-yl)benzyl]amino}ethyl)phenoxy]-2-methylpropanoate). Isolated yield 81.2%. Reaction SMILES: [NH2:1][CH2:2][CH2:3][C:4]1[CH:17]=[CH:16][C:7]([O:8][C:9]([CH3:15])([CH3:14])[C:10]([O:12][CH3:13])=[O:11])=[CH:6][CH:5]=1.[CH:18]([C:21]1[O:25][N:24]=[C:23]([C:26]2[CH:33]=[CH:32][C:29]([CH:30]=O)=[CH:28][CH:27]=2)[N:22]=1)([CH3:20])[CH3:19].C(O[BH-](OC(=O)C)OC(=O)C)(=O)C.[Na+].C(O)(=O)C>ClCCl>[CH:18]([C:21]1[O:25][N:24]=[C:23]([C:26]2[CH:27]=[CH:28][C:29]([CH2:30][NH:1][CH2:2][CH2:3][C:4]3[CH:5]=[CH:6][C:7]([O:8][C:9]([CH3:15])([CH3:14])[C:10]([O:12][CH3:13])=[O:11])=[CH:16][CH:17]=3)=[CH:32][CH:33]=2)[N:22]=1)([CH3:20])[CH3:19] |f:2.3|. Reported procedure: A solution of methyl 2-[4-(2-aminoethyl)phenoxy]-2-methylpropanoate (1 g; 4.22 mmol) in dichloromethane (30 ml) was treated under nitrogen with 4-(5-isopropyl-1,2,4-oxadiazol-3-yl)benzaldehyde (0.96 g; 4.43 mmol), sodium triacetoxyborohydride (0.94 g; 4.43 mmol) and acetic acid (0.24 ml; 4.23 mmol). After stirring at rt overnight, the mixture was concentrated and partitioned between ethyl acetate and 1N NaOH. The organic phase was washed with brine, dried over sodium sulfate, filtered and concen... Conditions: time 8 hour. Reaction SMILES: [C:1]1([C:14]2[CH:19]=[CH:18][CH:17]=[CH:16][CH:15]=2)[CH:6]=[CH:5][C:4]([NH:7][C:8](=[O:13])[CH2:9][C:10]([OH:12])=O)=[CH:3][CH:2]=1.CCN(C(C)C)C(C)C.C1C=CC2N(O)N=NC=2C=1.CCN=C=NCCCN(C)C.Cl.Cl.Cl.[Br:53][C:54]1[CH:59]=[CH:58][CH:57]=[CH:56][C:55]=1[NH:60][CH:61]1[CH2:66][CH2:65][NH:64][CH2:63][CH2:62]1>CN(C=O)C.O>[C:1]1([C:14]2[CH:19]=[CH:18][CH:17]=[CH:16][CH:15]=2)[CH:2]=[CH:3][C:4]([NH:7][C:8](=[O:13])[CH2:9][C:10]([N:64]2[CH2:63][CH2:62][CH:61]([NH:60][C:55]3[CH:56]=[CH:57][CH:58]=[CH:59][C:54]=3[Br:53])[CH2:66][CH2:65]2)=[O:12])=[CH:5][CH:6]=1 |f:3.4,5.6.7|. Procedure details: To a stirred solution of N-biphenyl-4-yl-malonamic acid (0.071 g, 0.00028 mole) in DMF (2 mL) was added DIPEA (0.089 g, 0.0007 mole), HOBt (0.046 g, 0.00034 mole) and EDCI.HCl (0.065 g, 0.00034 mole). After 2 minutes (2-bromo-phenyl)-piperidin-4-yl-amine dihydrochloride (0.082 g, 0.00028 mole) was added and the resulting mixture was stirred overnight. The reaction mixture was then diluted with cold water and the product was extracted with ethyl acetate. The organic layer was washed with aqueous ... The solvent is CN(C)C=O (DMF), O (water). Isolated yield 18.1%. Yields the product C1(=CC=C(C=C1)NC(CC(=O)N1CCC(CC1)NC1=C(C=CC=C1)Br)=O)C1=CC=CC=C1 (N-biphenyl-4-yl-3-[4-(2-bromo-phenylamino)-piperidin-1-yl]-3-oxo-propionamide). Starting materials: Cl.Cl.BrC1=C(C=CC=C1)NC1CCNCC1 ((2-bromo-phenyl)-piperidin-4-yl-amine dihydrochloride), C1(=CC=C(C=C1)NC(CC(=O)O)=O)C1=CC=CC=C1 (N-biphenyl-4-yl-malonamic acid), CCN(C(C)C)C(C)C (DIPEA), C=1C=CC2=C(C1)N=NN2O (HOBt), CCN=C=NCCCN(C)C.Cl (EDCI.HCl).